This data is from the Open Reaction Database (ORD), a public repository of structured organic reaction records. The task is: describe an organic reaction: reactants, conditions, products, and yield Reactants: CS(=O)(=O)OC=1C=C(C=CC1)CCOC1=CC=C(C=C2C(NC(S2)=O)=O)C=C1 (5-(4-[2-(3-methanesulfonyloxyphenyl)ethoxy]benzylidene)thiazolidine-2,4-dione), C(C)(=O)O (acetic acid). Reagents/catalysts: [Pd] (Pd/C). The solvent is C(C)(=O)OCC (ethyl acetate). Product: CS(=O)(=O)OC=1C=C(C=CC1)CCOC1=CC=C(C=C1)CC1C(NC(S1)=O)=O (5-([4-[2-(3-Methanesulfonyloxyphenyl)ethoxy]phenyl]methyl)thiazolidine-2,4-dione). Isolated yield 3.3%. Reaction SMILES: [CH3:1][S:2]([O:5][C:6]1[CH:7]=[C:8]([CH2:12][CH2:13][O:14][C:15]2[CH:28]=[CH:27][C:18]([CH:19]=[C:20]3[S:24][C:23](=[O:25])[NH:22][C:21]3=[O:26])=[CH:17][CH:16]=2)[CH:9]=[CH:10][CH:11]=1)(=[O:4])=[O:3].C(O)(=O)C>C(OCC)(=O)C.[Pd]>[CH3:1][S:2]([O:5][C:6]1[CH:7]=[C:8]([CH2:12][CH2:13][O:14][C:15]2[CH:16]=[CH:17][C:18]([CH2:19][CH:20]3[S:24][C:23](=[O:25])[NH:22][C:21]3=[O:26])=[CH:27][CH:28]=2)[CH:9]=[CH:10][CH:11]=1)(=[O:3])=[O:4]. Procedure: 2 g (84 mmole) 5-(4-[2-(3-methanesulfonyloxyphenyl)ethoxy]benzylidene)thiazolidine-2,4-dione was hydrogenated in 200 ml ethyl acetate and 10 ml acetic acid in the presence of Pd/C (10%) at atmospheric pressure over night. The catalyst was filtered off and the solvent was evaporated in vacuo. The residue was crystallized in ethanol to give 1.18 g (yield 59%) of the desired product.